This data is from the Open Reaction Database (ORD), a public repository of structured organic reaction records. The task is: describe an organic reaction: reactants, conditions, products, and yield Starting materials: CC(C)(C)OC(=O)N1CC(CO[Si](c2ccccc2)(c2ccccc2)C(C)(C)C)C1, ClCCl, O=C(O)C(F)(F)F. Yields the product CC(C)(C)[Si](OCC1CNC1)(c1ccccc1)c1ccccc1. As a reaction SMILES: [C:8]([CH3:9])([CH3:10])([CH3:11])[Si:12]([O:13][CH2:14][CH:15]1[CH2:16][N:17]([C:19]([O:20][C:21]([CH3:22])([CH3:23])[CH3:24])=[O:25])[CH2:18]1)([c:26]1[cH:27][cH:28][cH:29][cH:30][cH:31]1)[c:32]1[cH:33][cH:34][cH:35][cH:36][cH:37]1.[Cl:38][CH2:39][Cl:40].[F:1][C:2]([F:3])([F:4])[C:5]([OH:6])=[O:7]>>[C:8]([CH3:9])([CH3:10])([CH3:11])[Si:12]([O:13][CH2:14][CH:15]1[CH2:16][NH:17][CH2:18]1)([c:26]1[cH:27][cH:28][cH:29][cH:30][cH:31]1)[c:32]1[cH:33][cH:34][cH:35][cH:36][cH:37]1. The reactants are [OH-].[Na+] (NaOH), C(#N)CC(=O)N (2-cyanoacetamide), O (water), O (water), C(C1=CC=CC=C1)N=[N+]=[N-] (benzyl azide). Solvent: CS(=O)C (DMSO), CS(=O)C (DMSO). Run at temperature 25 celsius, time 8 hour. The product is NC1=C(N=NN1CC1=CC=CC=C1)C(=O)N (5-amino-1-benzyl-triazole-4-carboxamide). Reaction SMILES: [OH-].[Na+].O.[C:4]([CH2:6][C:7]([NH2:9])=[O:8])#[N:5].[CH2:10]([N:17]=[N+:18]=[N-:19])[C:11]1[CH:16]=[CH:15][CH:14]=[CH:13][CH:12]=1>CS(C)=O>[NH2:5][C:4]1[N:17]([CH2:10][C:11]2[CH:16]=[CH:15][CH:14]=[CH:13][CH:12]=2)[N:18]=[N:19][C:6]=1[C:7]([NH2:9])=[O:8] |f:0.1|. Procedure details: In a separate reactor, DMSO (17.6 g, 16.0 ml) was charged followed by, 32% aqueous NaOH (7.86 g, 5.82 ml, 62.9 mmol, Eq: 1.0) and water (5.00 g, 5.00 ml). A solution of 2-cyanoacetamide (7.93 g, 94.3 mmol, Eq: 1.50) in DMSO (17.6 g, 16.0 ml) was added dropwise over 15 min at 25° C. The previously prepared benzyl azide solution was added dropwise over 4 h at 25° C. The reaction was stirred overnight at 25° C. and water (120 g, 120 ml) was added dropwise over 30 min at 25° C. (exothermic). The res... The reactants are CCOC(C)OC1CCC(C)(O)C(OC(C)=O)C=CC(C)C(C(C)=CC=CC(C)(CC2OC2C(C)C(CC)OC(C)OCC)OC(C)OCC)OC(=O)C1, CN(C)c1cccc2cccc(N(C)C)c12, Cc1ccccc1, COS(=O)(=O)C(F)(F)F. The product is CCOC(C)OC1CCC(C)(OC)C(OC(C)=O)C=CC(C)C(C(C)=CC=CC(C)(CC2OC2C(C)C(CC)OC(C)OCC)OC(C)OCC)OC(=O)C1. Reaction SMILES: [C:1]([CH3:2])(=[O:3])[O:4][CH:5]1[C:6]([CH3:53])([OH:54])[CH2:7][CH2:8][CH:9]([O:47][CH:48]([CH3:49])[O:50][CH2:51][CH3:52])[CH2:10][C:11](=[O:12])[O:13][CH:14]([C:19](=[CH:20][CH:21]=[CH:22][C:23]([CH2:24][CH:25]2[CH:26]([CH:27]([CH:28]([CH2:29][CH3:30])[O:31][CH:32]([CH3:33])[O:34][CH2:35][CH3:36])[CH3:37])[O:38]2)([CH3:39])[O:40][CH:41]([CH3:42])[O:43][CH2:44][CH3:45])[CH3:46])[CH:15]([CH3:18])[CH:16]=[CH:17]1.[CH3:55][N:56]([c:57]1[c:58]2[c:59]([cH:60][cH:61][cH:62][c:63]2[N:64]([CH3:65])[CH3:66])[cH:67][cH:68][cH:69]1)[CH3:70].[CH3:80][c:81]1[cH:82][cH:83][cH:84][cH:85][cH:86]1.[F:71][C:72]([F:73])([F:74])[S:75]([O:76][CH3:77])(=[O:78])=[O:79]>>[C:1]([CH3:2])(=[O:3])[O:4][CH:5]1[C:6]([CH3:53])([O:54][CH3:55])[CH2:7][CH2:8][CH:9]([O:47][CH:48]([CH3:49])[O:50][CH2:51][CH3:52])[CH2:10][C:11](=[O:12])[O:13][CH:14]([C:19](=[CH:20][CH:21]=[CH:22][C:23]([CH2:24][CH:25]2[CH:26]([CH:27]([CH:28]([CH2:29][CH3:30])[O:31][CH:32]([CH3:33])[O:34][CH2:35][CH3:36])[CH3:37])[O:38]2)([CH3:39])[O:40][CH:41]([CH3:42])[O:43][CH2:44][CH3:45])[CH3:46])[CH:15]([CH3:18])[CH:16]=[CH:17]1. As a reaction SMILES: [Br:22][N:23]1[C:24](=[O:25])[CH2:26][CH2:27][C:28]1=[O:29].[C:30]([O:31][O:32][C:33](=[O:34])[c:35]1[cH:36][cH:37][cH:38][cH:39][cH:40]1)(=[O:41])[c:42]1[cH:43][cH:44][cH:45][cH:46][cH:47]1.[CH3:1][O:2][c:3]1[cH:4][cH:5][c:6]([C:9]2=[C:13]([CH3:14])[C:12]3([N:11]([CH3:20])[C:10]2=[O:21])[CH2:15][CH2:16][CH2:17][CH2:18][CH2:19]3)[cH:7][cH:8]1.[Cl:48][C:49]([Cl:50])([Cl:51])[Cl:52].[Cl:53][CH2:54][Cl:55]>>[CH3:1][O:2][c:3]1[cH:4][cH:5][c:6]([C:9]2=[C:13]([CH2:14][Br:22])[C:12]3([N:11]([CH3:20])[C:10]2=[O:21])[CH2:15][CH2:16][CH2:17][CH2:18][CH2:19]3)[cH:7][cH:8]1. Starting materials: O=C1CCC(=O)N1Br, O=C(OOC(=O)c1ccccc1)c1ccccc1, COc1ccc(C2=C(C)C3(CCCCC3)N(C)C2=O)cc1, ClC(Cl)(Cl)Cl, ClCCl. Yields the product COc1ccc(C2=C(CBr)C3(CCCCC3)N(C)C2=O)cc1. Reactants: C(C)OC(=O)C1=CC2=C(S1)C=CC(=C2)C (5-methyl-benzo[b]thiophene-2-carboxylic acid ethyl ester), C(Cl)(Cl)(Cl)Cl (carbon tetrachloride), BrN1C(CCC1=O)=O (N-bromosuccinimide), N(=NC(C#N)(C)C)C(C#N)(C)C (azobisisobutyronitrile). Reaction conditions: time 17 hour. Yields the product C(C)OC(=O)C1=CC2=C(S1)C=CC(=C2)CN2C(C1=CC=CC=C1C2=O)=O (5-(1,3-dioxo-1,3-dihydro-isoindol-2-ylmethyl)-benzo[b]thiophene-2-carboxylic acid ethyl ester). Reaction SMILES: [CH2:1]([O:3][C:4]([C:6]1[S:10][C:9]2[CH:11]=[CH:12][C:13]([CH3:15])=[CH:14][C:8]=2[CH:7]=1)=[O:5])[CH3:2].Br[N:17]1[C:21](=[O:22])[CH2:20][CH2:19][C:18]1=[O:23].N([C:31]([CH3:35])([CH3:34])C#N)=NC(C)(C)C#N.[C:36](Cl)(Cl)(Cl)Cl>>[CH2:1]([O:3][C:4]([C:6]1[S:10][C:9]2[CH:11]=[CH:12][C:13]([CH2:15][N:17]3[C:21](=[O:22])[C:20]4[C:19](=[CH:36][CH:35]=[CH:31][CH:34]=4)[C:18]3=[O:23])=[CH:14][C:8]=2[CH:7]=1)=[O:5])[CH3:2]. Procedure: In carbon tetrachloride (100 ml), 5-methyl-benzo[b]thiophene-2-carboxylic acid ethyl ester (2.36 g) prepared by the method described in PCT Patent WO 0153291 was dissolved. The solution was added with N-bromosuccinimide (2.00 g) and azobisisobutyronitrile (140.7 mg), and the whole was stirred for 17 hours under thermal reflux. After the insoluble matter had been removed through filtration, the residue was recrystallized with methanol. Then, the crystal was dissolved in DMF (20 ml) and then added...